Dataset: the Open Reaction Database (ORD), a public repository of structured organic reaction records. Task: describe an organic reaction: reactants, conditions, products, and yield The reactants are COCCC1CNCCN1, CS(C)=O, Cc1ccccc1, CCOC(C)=O, Cl, NC1=Nc2ccc(F)cc2Nc2sccc21. The product is COCCC1CN(C2=Nc3ccc(F)cc3Nc3sccc32)CCN1. Reaction SMILES: [CH3:18][O:19][CH2:20][CH2:21][CH:22]1[NH:23][CH2:24][CH2:25][NH:26][CH2:27]1.[CH3:28][S:29]([CH3:30])=[O:31].[CH3:32][c:33]1[cH:34][cH:35][cH:36][cH:37][cH:38]1.[CH3:39][CH2:40][O:41][C:42](=[O:43])[CH3:44].[ClH:1].[F:2][c:3]1[cH:4][cH:5][c:6]2[c:7]([cH:17]1)[NH:8][c:9]1[s:10][cH:11][cH:12][c:13]1[C:14]([NH2:16])=[N:15]2>>[F:2][c:3]1[cH:4][cH:5][c:6]2[c:7]([cH:17]1)[NH:8][c:9]1[s:10][cH:11][cH:12][c:13]1[C:14]([N:16]1[CH2:25][CH2:24][NH:23][CH:22]([CH2:21][CH2:20][O:19][CH3:18])[CH2:27]1)=[N:15]2. Starting materials: COc1ccc(C=C2NC(=O)NC2=O)cc1, [Na+], [OH-]. Product: COc1ccc(CC2NC(=O)NC2=O)cc1. Reaction SMILES: [CH3:1][O:2][c:3]1[cH:4][cH:5][c:6]([CH:7]=[C:8]2[C:9](=[O:14])[NH:10][C:11](=[O:13])[NH:12]2)[cH:15][cH:16]1.[Na+:18].[OH-:17]>>[CH3:1][O:2][c:3]1[cH:4][cH:5][c:6]([CH2:7][CH:8]2[C:9](=[O:14])[NH:10][C:11](=[O:13])[NH:12]2)[cH:15][cH:16]1. Starting materials: BrC1(CCC(N2C1=NC=C(C2=O)C(=O)O)C)Br (9,9-dibromo-6-methyl-4-oxo-6,7,8,9-tetrahydro-4H-pyrido[1,2-a]pyrimidine-3-carboxylic acid), CN(C1=CC=CC=C1)C (N,N-dimethylaniline), solution, C1(=CC=CC=C1)NN (phenyl hydrazine). Run in CS(=O)C (dimethyl sulfoxide). Run at time 3 day. Product: C1(=CC=CC=C1)NN=C1CCC(N2C1=NC=C(C2=O)C(=O)O)C (9-(phenylhydrazono)-6-methyl-4-oxo-6,7,8,9-tetrahydro-4H-pyrido[1,2-a]pyrimidine-3-carboxylic acid). Yield: 64.0%. RXN SMILES: Br[C:2]1(Br)[C:7]2=[N:8][CH:9]=[C:10]([C:13]([OH:15])=[O:14])[C:11](=[O:12])[N:6]2[CH:5]([CH3:16])[CH2:4][CH2:3]1.[C:18]1([NH:24][NH2:25])[CH:23]=[CH:22][CH:21]=[CH:20][CH:19]=1.CN(C)C1C=CC=CC=1>CS(C)=O>[C:18]1([NH:24][N:25]=[C:2]2[C:7]3=[N:8][CH:9]=[C:10]([C:13]([OH:15])=[O:14])[C:11](=[O:12])[N:6]3[CH:5]([CH3:16])[CH2:4][CH2:3]2)[CH:23]=[CH:22][CH:21]=[CH:20][CH:19]=1. Procedure: 0.73 g. (0.002 moles) of 9,9-dibromo-6-methyl-4-oxo-6,7,8,9-tetrahydro-4H-pyrido[1,2-a]pyrimidine-3-carboxylic acid are dissolved in 2 ml. of dimethyl sulfoxide. To the solution 0.2 ml. (0.002 moles) of phenyl hydrazine and 0.5 ml. (0.004 moles) of N,N-dimethylaniline are added. Thereafter the reaction mixture is allowed to stand for three days. The precipitated crystals are filtered off and washed with methanol. The product is purified by alkaline/acidic precipitation. 0.4 g. (64.0%) of 9-(phen... Reactants: COc1ccccc1Br, [Li]CCCC, C1CCOC1, CC(C)C(=O)c1ccc(C(C)C)cc1, O. Product: COc1ccccc1C(O)(c1ccc(C(C)C)cc1)C(C)C. RXN SMILES: [Br:1][c:2]1[c:3]([O:8][CH3:9])[cH:4][cH:5][cH:6][cH:7]1.[CH2:10]([Li:11])[CH2:12][CH2:13][CH3:14].[CH2:30]1[O:31][CH2:32][CH2:33][CH2:34]1.[CH:15]([CH3:16])([CH3:17])[c:18]1[cH:19][cH:20][c:21]([C:24]([CH:25]([CH3:26])[CH3:27])=[O:28])[cH:22][cH:23]1.[OH2:29]>>[c:2]1([C:24]([c:21]2[cH:20][cH:19][c:18]([CH:15]([CH3:16])[CH3:17])[cH:23][cH:22]2)([CH:25]([CH3:26])[CH3:27])[OH:28])[c:3]([O:8][CH3:9])[cH:4][cH:5][cH:6][cH:7]1. The reactants are Cl (hydrochloric acid), ClC1=CC(=CC=2B(OC(C21)CC(=O)OCC)O)OC2=NC=CN=C2 (ethyl 2-(4-chloro-1-hydroxy-6-(pyrazin-2-yloxy)-1,3-dihydrobenzo[c][1,2]oxaborol-3-yl)acetate), [OH-].[Li+] (lithium hydroxide). Solvent: C1CCOC1 (THF), O (water). Run at temperature 0 celsius, time 2 hour. Yields the product ClC1=CC(=CC=2B(OC(C21)CC(=O)O)O)OC2=NC=CN=C2 (2-(4-chloro-1-hydroxy-6-(pyrazin-2-yloxy)-1,3-dihydrobenzo[c][1,2]oxaborol-3-yl)acetic acid). Isolated yield 66.1%. RXN SMILES: [Cl:1][C:2]1[C:10]2[CH:9]([CH2:11][C:12]([O:14]CC)=[O:13])[O:8][B:7]([OH:17])[C:6]=2[CH:5]=[C:4]([O:18][C:19]2[CH:24]=[N:23][CH:22]=[CH:21][N:20]=2)[CH:3]=1.[OH-].[Li+].Cl>C1COCC1.O>[Cl:1][C:2]1[C:10]2[CH:9]([CH2:11][C:12]([OH:14])=[O:13])[O:8][B:7]([OH:17])[C:6]=2[CH:5]=[C:4]([O:18][C:19]2[CH:24]=[N:23][CH:22]=[CH:21][N:20]=2)[CH:3]=1 |f:1.2|. Procedure details: To the solution of ethyl 2-(4-chloro-1-hydroxy-6-(pyrazin-2-yloxy)-1,3-dihydrobenzo[c][1,2]oxaborol-3-yl)acetate (110 mg, 0.316 mmol) in THF (2 mL) was added an aqueous solution of lithium hydroxide (66 mg, 1.58 mmol) in water (1 mL) at 0° C. The resulting mixture was stirred at 0° C. for 2 h, acidified with diluted hydrochloric acid at 0° C. to pH=1˜2 and extracted with EtOAc (2×20 mL). The combined organic layers were dried over anhydrous Na2SO4 and concentrated in vacuo. The residue was purif... The reactants are [H-].[Na+] (Sodium hydride), NC=1SC(=NN1)SCC1=CC=CC=C1 (2-amino-5-benzylthio-1,3,4-thiadiazole), C(\C=C(/C)\CCC=C(C)C)OC1=CC=C(C(=O)O)C=C1 (4-Geranyloxybenzoic acid), C(=O)(N1C=NC=C1)N1C=NC=C1 (carbonyldiimidazole). Run in O1CCCC1 (tetrahydrofuran), O1CCCC1 (tetrahydrofuran). Reaction conditions: time 4 hour. Product: C(\C=C(/C)\CCC=C(C)C)OC1=CC=C(C(=O)NC=2SC(=NN2)SCC2=CC=CC=C2)C=C1 (2-(4-geranyloxybenzoyl)amino-5-benzylthio-1,3,4-thiadiazole). Isolated yield 21.1%. RXN SMILES: [H-].[Na+].[NH2:3][C:4]1[S:5][C:6]([S:9][CH2:10][C:11]2[CH:16]=[CH:15][CH:14]=[CH:13][CH:12]=2)=[N:7][N:8]=1.[CH2:17]([O:27][C:28]1[CH:36]=[CH:35][C:31]([C:32](O)=[O:33])=[CH:30][CH:29]=1)/[CH:18]=[C:19](/[CH2:21][CH2:22][CH:23]=[C:24]([CH3:26])[CH3:25])\[CH3:20].C(N1C=CN=C1)(N1C=CN=C1)=O>O1CCCC1>[CH2:17]([O:27][C:28]1[CH:29]=[CH:30][C:31]([C:32]([NH:3][C:4]2[S:5][C:6]([S:9][CH2:10][C:11]3[CH:12]=[CH:13][CH:14]=[CH:15][CH:16]=3)=[N:7][N:8]=2)=[O:33])=[CH:35][CH:36]=1)/[CH:18]=[C:19](/[CH2:21][CH2:22][CH:23]=[C:24]([CH3:26])[CH3:25])\[CH3:20] |f:0.1|. Reported procedure: Sodium hydride (0.6 g) and 2-amino-5-benzylthio-1,3,4-thiadiazole (1.6 g) were stirred in tetrahydrofuran (30 ml) for 30 minutes while being cooled with ice. 4-Geranyloxybenzoic acid (1.9 g) and carbonyldiimidazole (1.3 g) were stirred in tetrahydrofuran (30 ml) for 30 minutes at room temperature and the mixture was added to the former reaction mixture. The mixture was stirred for 4 hours at room temperature, and then concentrated under a vacuum. The residue, with water added thereto, was extrac...